Dataset: the Open Reaction Database (ORD), a public repository of structured organic reaction records. Task: describe an organic reaction: reactants, conditions, products, and yield The reactants are Cl.ClC=1C=C(C=CC1)CCNC(=O)C=1N=C(SC1)CN (2-Aminomethyl-thiazole-4-carboxylic acid [2-(3-chlorophenyl)ethyl]amide hydrochloride), FC(OC1=CC=C(CN)C=C1)(F)F (4-(trifluoromethoxy)benzyl amine), C(#N)[BH3-].[Na+] (sodium cyanoborohydride). Reagents/catalysts: C(C)(=O)O (acetic acid). Solvent: C(C)O (ethanol). Product: Cl.ClC=1C=C(C=CC1)CCNC(=O)C=1N=C(SC1)CNCC1=CC=C(C=C1)OC(F)(F)F (2-[(4-Trifluoromethoxy-benzylamino)-methyl]-thiazole-4-carboxylic acid [2-(3-chloro-phenyl)-ethyl]-amide hydrochloride). As a reaction SMILES: Cl.[Cl:2][C:3]1[CH:4]=[C:5]([CH2:9][CH2:10][NH:11][C:12]([C:14]2[N:15]=[C:16]([CH2:19][NH2:20])[S:17][CH:18]=2)=[O:13])[CH:6]=[CH:7][CH:8]=1.[F:21][C:22]([F:33])([F:32])[O:23][C:24]1[CH:31]=[CH:30][C:27]([CH2:28]N)=[CH:26][CH:25]=1.C([BH3-])#N.[Na+]>C(O)(=O)C.C(O)C>[ClH:2].[Cl:2][C:3]1[CH:4]=[C:5]([CH2:9][CH2:10][NH:11][C:12]([C:14]2[N:15]=[C:16]([CH2:19][NH:20][CH2:28][C:27]3[CH:30]=[CH:31][C:24]([O:23][C:22]([F:21])([F:32])[F:33])=[CH:25][CH:26]=3)[S:17][CH:18]=2)=[O:13])[CH:6]=[CH:7][CH:8]=1 |f:0.1,3.4,7.8|. Procedure details: 2-Aminomethyl-thiazole-4-carboxylic acid [2-(3-chlorophenyl)ethyl]amide hydrochloride (0.10 g, 0.3 mmol) and 4-(trifluoromethoxy)benzyl amine (0.06 g, 0.3 mmol) were mixed with sodium cyanoborohydride (1 M in THF, 0.6 mL), ethanol (5 mL), and a catalytic amount of acetic acid (2 drops). The mixture was heated at reflux for 24 hours. The mixture was concentrated in vacuo, diluted with water and extracted with methylene chloride. The combined organic layers were washed with sodium carbonate and br... The reactants are NC1=CC=C2C=CN(C2=C1)C1CCN(CC1)CC1=CC=C(C=C1)C(C(F)(F)F)(C(F)(F)F)O (2-(4-((4-(6-Amino-1H-indol-1-yl)piperidin-1-yl)methyl)phenyl)-1,1,1,3,3,3-hexafluoropropan-2-ol), C(OC1=CC=C(C=C1)[N+](=O)[O-])(=O)Cl (4-nitrophenyl carbonochloridate), C1(CC1)CN (Cyclopropylmethanamine). The solvent is O1CCCC1 (tetrahydrofuran). Reaction conditions: time 2 hour. Product: C1(CC1)CNC(=O)NC1=CC=C2C=CN(C2=C1)C1CCN(CC1)CC1=CC=C(C=C1)C(C(F)(F)F)(C(F)(F)F)O (1-(Cyclopropylmethyl)-3-(1-(1-(4-(1,1,1,3,3,3-hexafluoro-2-hydroxypropan-2-yl)benzyl)piperidin-4-yl)-1H-indol-6-yl)urea). Yield: 12.1%. RXN SMILES: [NH2:1][C:2]1[CH:10]=[C:9]2[C:5]([CH:6]=[CH:7][N:8]2[CH:11]2[CH2:16][CH2:15][N:14]([CH2:17][C:18]3[CH:23]=[CH:22][C:21]([C:24]([OH:33])([C:29]([F:32])([F:31])[F:30])[C:25]([F:28])([F:27])[F:26])=[CH:20][CH:19]=3)[CH2:13][CH2:12]2)=[CH:4][CH:3]=1.[C:34](Cl)(=O)[O:35]C1C=CC([N+]([O-])=O)=CC=1.[CH:47]1([CH2:50][NH2:51])[CH2:49][CH2:48]1>O1CCCC1>[CH:47]1([CH2:50][NH:51][C:34]([NH:1][C:2]2[CH:10]=[C:9]3[C:5]([CH:6]=[CH:7][N:8]3[CH:11]3[CH2:12][CH2:13][N:14]([CH2:17][C:18]4[CH:19]=[CH:20][C:21]([C:24]([OH:33])([C:29]([F:32])([F:31])[F:30])[C:25]([F:26])([F:27])[F:28])=[CH:22][CH:23]=4)[CH2:15][CH2:16]3)=[CH:4][CH:3]=2)=[O:35])[CH2:49][CH2:48]1. Reported procedure: 2-(4-((4-(6-Amino-1H-indol-1-yl)piperidin-1-yl)methyl)phenyl)-1,1,1,3,3,3-hexafluoropropan-2-ol (0.350 mmol, 0.165 g) and 4-nitrophenyl carbonochloridate (0.350 mmol, 0.071 g) were combined and stirred in tetrahydrofuran (2 mL) for 1 hour. Cyclopropylmethanamine (0.700 mmol, 0.061 mL, 0.050 g) was added and the reaction stirred at room temperature for 2 hours. The organic phase was washed with water and dried over sodium sulfate. The solvent was removed and the resulting residue was purified by ...